Dataset: the Open Reaction Database (ORD), a public repository of structured organic reaction records. Task: describe an organic reaction: reactants, conditions, products, and yield As a reaction SMILES: CO.[S:3]1[C:7]2[CH:8]=[CH:9][C:10]([CH2:12][CH2:13][O:14][CH2:15][CH2:16][C:17]([O:19]C)=[O:18])=[CH:11][C:6]=2[CH:5]=[CH:4]1.[OH-].[K+]>O>[S:3]1[C:7]2[CH:8]=[CH:9][C:10]([CH2:12][CH2:13][O:14][CH2:15][CH2:16][C:17]([OH:19])=[O:18])=[CH:11][C:6]=2[CH:5]=[CH:4]1 |f:2.3|. Reactants: CO (methanol), S1C=CC2=C1C=CC(=C2)CCOCCC(=O)OC (methyl 3-(2-(1-benzothiophen-5-yl)ethoxy)propionate), [OH-].[K+] (potassium hydroxide). Reaction conditions: time 2 hour. Procedure details: To methanol (5 mL) solution of 5.00 g of methyl 3-(2-(1-benzothiophen-5-yl)ethoxy)propionate was added water (5 mL) solution of 1.27 g of potassium hydroxide, which was then stirred at room temperature for 2 hours. This reaction mixture was distilled off under reduced pressure, to which were added 30 mL of toluene and 30 mL of water. The pH was adjusted to 1.0 with 5 mL of 6 mol/L hydrochloric acid. The organic layer was separated, followed by distilling off the solvent under reduced pressure. T... Isolated yield 95.3%. The solvent is O (water). Product: S1C=CC2=C1C=CC(=C2)CCOCCC(=O)O (3-(2-(1-benzothiophen-5-yl)ethoxy)propionic acid).